From a dataset of the Open Reaction Database (ORD), a public repository of structured organic reaction records. describe an organic reaction: reactants, conditions, products, and yield The reactants are CC=CCC1C(=O)c2cc(CC)ccc2C1(C)C, CO, ClCCl, O=[O+][O-]. RXN SMILES: [CH2:4]([CH:5]=[CH:6][CH3:7])[CH:8]1[C:9](=[O:21])[c:10]2[cH:11][c:12]([CH2:19][CH3:20])[cH:13][cH:14][c:15]2[C:16]1([CH3:17])[CH3:18].[CH3:25][OH:26].[Cl:22][CH2:23][Cl:24].[O-:1][O+:2]=[O:3]>>[O:1]=[CH:5][CH2:4][CH:8]1[C:9](=[O:21])[c:10]2[cH:11][c:12]([CH2:19][CH3:20])[cH:13][cH:14][c:15]2[C:16]1([CH3:17])[CH3:18]. The product is CCc1ccc2c(c1)C(=O)C(CC=O)C2(C)C.